From a dataset of the Open Reaction Database (ORD), a public repository of structured organic reaction records. describe an organic reaction: reactants, conditions, products, and yield RXN SMILES: [Br:2][c:3]1[cH:4][c:5]([N:13]([C:14](=[O:15])[N:16]([CH3:17])[CH:18]2[CH2:19][NH:20][CH2:21][CH:22]2[c:23]2[cH:24][cH:25][c:26]([F:29])[cH:27][cH:28]2)[CH3:30])[cH:6][c:7]([C:9]([F:10])([F:11])[F:12])[cH:8]1.[ClH:1].[O:31]1[CH2:32][CH2:33][CH:34]([C:37](=[O:38])[OH:39])[CH2:35][CH2:36]1>>[Br:2][c:3]1[cH:4][c:5]([N:13]([C:14](=[O:15])[N:16]([CH3:17])[CH:18]2[CH2:19][N:20]([C:37]([CH:34]3[CH2:33][CH2:32][O:31][CH2:36][CH2:35]3)=[O:38])[CH2:21][CH:22]2[c:23]2[cH:24][cH:25][c:26]([F:29])[cH:27][cH:28]2)[CH3:30])[cH:6][c:7]([C:9]([F:10])([F:11])[F:12])[cH:8]1. Yields the product CN(C(=O)N(C)C1CN(C(=O)C2CCOCC2)CC1c1ccc(F)cc1)c1cc(Br)cc(C(F)(F)F)c1. The reactants are CN(C(=O)N(C)C1CNCC1c1ccc(F)cc1)c1cc(Br)cc(C(F)(F)F)c1, Cl, O=C(O)C1CCOCC1.